This data is from the Open Reaction Database (ORD), a public repository of structured organic reaction records. The task is: describe an organic reaction: reactants, conditions, products, and yield Starting materials: compound A, BrC1=CC=C(C=C1)C1=CC2=C(N(C3=CC=C(C=C23)C(CC(COC2OCCCC2)=O)=O)C)N(C1=O)C (1-[3-(4-bromo-phenyl)-1,9-dimethyl-2-oxo-2,9-dihydro-1H-pyrido[2,3-b]indol-6-yl]-4-(tetrahydropyran-2-yloxy)butane-1,3-dione), O.NN (hydrazine monohydrate). Product: BrC1=CC=C(C=C1)C1=CC2=C(N(C3=CC=C(C=C23)C=2NN=C(C2)COC2OCCCC2)C)N(C1=O)C (3-(4-Bromophenyl)-1,9-dimethyl-6-[5-(tetrahydropyran-2-yloxymethyl)-2H-pyrazol-3-yl]-1,9-dihydropyrido[2,3-b]indol-2-one). Reaction SMILES: [Br:1][C:2]1[CH:7]=[CH:6][C:5]([C:8]2[C:34](=[O:35])[N:33]([CH3:36])[C:11]3[N:12]([CH3:32])[C:13]4[C:18]([C:10]=3[CH:9]=2)=[CH:17][C:16]([C:19](=O)[CH2:20][C:21](=O)[CH2:22][O:23][CH:24]2[CH2:29][CH2:28][CH2:27][CH2:26][O:25]2)=[CH:15][CH:14]=4)=[CH:4][CH:3]=1.O.[NH2:38][NH2:39]>>[Br:1][C:2]1[CH:3]=[CH:4][C:5]([C:8]2[C:34](=[O:35])[N:33]([CH3:36])[C:11]3[N:12]([CH3:32])[C:13]4[C:18]([C:10]=3[CH:9]=2)=[CH:17][C:16]([C:19]2[NH:38][N:39]=[C:21]([CH2:22][O:23][CH:24]3[CH2:29][CH2:28][CH2:27][CH2:26][O:25]3)[CH:20]=2)=[CH:15][CH:14]=4)=[CH:6][CH:7]=1 |f:1.2|. Procedure details: The process is carried out as in Example 43 above, with compound A, 1-[3-(4-bromo-phenyl)-1,9-dimethyl-2-oxo-2,9-dihydro-1H-pyrido[2,3-b]indol-6-yl]-4-(tetrahydropyran-2-yloxy)butane-1,3-dione and hydrazine monohydrate. Starting materials: Cl.ClC1=C(C=CC(=C1)F)C=1C=C(C(=O)OC)C=CN1 (Methyl 2-(2-chloro-4-fluorophenyl)isonicotinate hydrochloride). The reagents and catalysts are [Pt](=O)=O (platinum(IV) oxide), [Pt](=O)=O (platinum(IV) oxide). The solvent is CO (methanol). Run at time 9 hour. Yields the product Cl.ClC1=C(C=CC(=C1)F)C1NCCC(C1)C(=O)OC (methyl 2-(2-chloro-4-fluorophenyl)piperidine-4-carboxylate hydrochloride). Yield: 200.2%. Reaction SMILES: Cl.[Cl:2][C:3]1[CH:8]=[C:7]([F:9])[CH:6]=[CH:5][C:4]=1[C:10]1[CH:11]=[C:12]([CH:17]=[CH:18][N:19]=1)[C:13]([O:15][CH3:16])=[O:14]>CO.[Pt](=O)=O>[ClH:2].[Cl:2][C:3]1[CH:8]=[C:7]([F:9])[CH:6]=[CH:5][C:4]=1[CH:10]1[CH2:11][CH:12]([C:13]([O:15][CH3:16])=[O:14])[CH2:17][CH2:18][NH:19]1 |f:0.1,4.5|. Procedure: Methyl 2-(2-chloro-4-fluorophenyl)isonicotinate hydrochloride (2.35 g, 7.78 mmol) was dissolved in methanol (50 mL) and platinum(IV) oxide (0.177 g, 0.78 mmol) was added. The reaction mixture was hydrogenated in a Büchi hydrogenator at 5 bar and room temperature for 9 h. The catalyst was removed by filtration and the solvent was evaporated. The residue was dissolved in methanol (50.0 mL) and platinum(IV) oxide (144 mg, 0.63 mmol) was added. Hydrogenation was continued at 5 bar and room temperatu...